From a dataset of the Open Reaction Database (ORD), a public repository of structured organic reaction records. describe an organic reaction: reactants, conditions, products, and yield The reactants are CN(/C=C/C(=O)C1=NN(C=CC1=O)C1=CC(=CC=C1)F)C (3-((E)-3-Dimethylamino-acryloyl)-1-(3-fluoro-phenyl)-1H-pyridazin-4-one), N(=O)[O-].[Na+] (sodium nitrite), [Sn](Cl)Cl (tin(II) chloride), O1COC2=C1C=CC(=C2)NN (benzo[1,3]dioxol-5-yl-hydrazine), amino. Product: O1COC2=C1C=CC(=C2)N2N=CC=C2C2=NN(C=CC2=O)C2=CC(=CC=C2)F (3-(2-Benzo[1,3]dioxol-5-yl-2H-pyrazol-3-yl)-1-(3-fluoro-phenyl)-1H-pyridazin-4-one). As a reaction SMILES: C[N:2](C)/[CH:3]=[CH:4]/[C:5]([C:7]1[C:12](=[O:13])[CH:11]=[CH:10][N:9]([C:14]2[CH:19]=[CH:18][CH:17]=[C:16]([F:20])[CH:15]=2)[N:8]=1)=O.[O:22]1[C:26]2[CH:27]=[CH:28][C:29]([NH:31]N)=[CH:30][C:25]=2[O:24][CH2:23]1.N([O-])=O.[Na+].[Sn](Cl)Cl>>[O:22]1[C:26]2[CH:27]=[CH:28][C:29]([N:31]3[C:5]([C:7]4[C:12](=[O:13])[CH:11]=[CH:10][N:9]([C:14]5[CH:19]=[CH:18][CH:17]=[C:16]([F:20])[CH:15]=5)[N:8]=4)=[CH:4][CH:3]=[N:2]3)=[CH:30][C:25]=2[O:24][CH2:23]1 |f:2.3|. Procedure: The product was obtained starting from 3-((E)-3-Dimethylamino-acryloyl)-1-(3-fluoro-phenyl)-1H-pyridazin-4-one (A-13) and benzo[1,3]dioxol-5-yl-hydrazine (prepared from the corresponding amino derivative using sodium nitrite and tin(II) chloride as described in J. Med. Chem. 2003, 46, 4676-4686) according to the method described for example 91. Reactants: N(=NC(=O)OC(C)C)C(=O)OC(C)C (Diisopropyl azodicarboxylate), BrC1=C(C=C(C=C1)C(C)O)Cl (1-(4-bromo-3-chlorophenyl)ethanol), C1(=CC=CC=C1)O (phenol), C1(=CC=CC=C1)P(C1=CC=CC=C1)C1=CC=CC=C1 (triphenylphosphine). Solvent: O1CCCC1 (tetrahydrofuran). Conditions: time 12 hour. The product is BrC1=C(C=C(C=C1)C(C)OC1=CC=CC=C1)Cl (1-bromo-2-chloro-4-(1-phenoxyethyl)benzene). As a reaction SMILES: [Br:1][C:2]1[CH:7]=[CH:6][C:5]([CH:8]([OH:10])[CH3:9])=[CH:4][C:3]=1[Cl:11].[C:12]1(O)[CH:17]=[CH:16][CH:15]=[CH:14][CH:13]=1.C1(P(C2C=CC=CC=2)C2C=CC=CC=2)C=CC=CC=1.N(C(OC(C)C)=O)=NC(OC(C)C)=O>O1CCCC1>[Br:1][C:2]1[CH:7]=[CH:6][C:5]([CH:8]([O:10][C:12]2[CH:17]=[CH:16][CH:15]=[CH:14][CH:13]=2)[CH3:9])=[CH:4][C:3]=1[Cl:11]. Reported procedure: A solution of 1-(4-bromo-3-chlorophenyl)ethanol (1.32 g, 5.6 mmol), phenol (525 mg, 5.6 mmol) and triphenylphosphine (2198 mg, 8.4 mmol) in tetrahydrofuran (30 mL) was stirred at room temperature for 0.5 hour. Diisopropyl azodicarboxylate (1695 mg, 8.4 mmol) was dropwise to the reaction mixture and was stirred at room temperature for 12 hours. The mixture was concentrated to give a residue. The residue was purified by column chromatography (silica gel, petroleum ethe/ethyl acetate=5:1) to give 1... Starting materials: [BH4-], CO, CC(C)[O-], CC(C)[O-], CC(C)[O-], CC(C)[O-], CC(C)OC(=O)N1CCCC(=O)c2ccccc21, NCc1cc(C(F)(F)F)cc(C(F)(F)F)c1, [Na+], [Na+], [OH-], [Ti+4]. Product: CC(C)OC(=O)N1CCCC(NCc2cc(C(F)(F)F)cc(C(F)(F)F)c2)c2ccccc21. As a reaction SMILES: [BH4-:35].[CH3:39][OH:40].[CH3:41][CH:42]([CH3:43])[O-:44].[CH3:46][CH:47]([CH3:48])[O-:49].[CH3:50][CH:51]([CH3:52])[O-:53].[CH3:54][CH:55]([CH3:56])[O-:57].[CH:1]([CH3:2])([CH3:3])[O:4][C:5](=[O:6])[N:7]1[c:8]2[c:9]([cH:15][cH:16][cH:17][cH:18]2)[C:10](=[O:14])[CH2:11][CH2:12][CH2:13]1.[F:19][C:20]([c:21]1[cH:22][c:23]([CH2:24][NH2:25])[cH:26][c:27]([C:29]([F:30])([F:31])[F:32])[cH:28]1)([F:33])[F:34].[Na+:36].[Na+:38].[OH-:37].[Ti+4:45]>>[CH:1]([CH3:2])([CH3:3])[O:4][C:5](=[O:6])[N:7]1[c:8]2[c:9]([cH:15][cH:16][cH:17][cH:18]2)[CH:10]([NH:25][CH2:24][c:23]2[cH:22][c:21]([C:20]([F:19])([F:33])[F:34])[cH:28][c:27]([C:29]([F:30])([F:31])[F:32])[cH:26]2)[CH2:11][CH2:12][CH2:13]1.